The task is: describe an organic reaction: reactants, conditions, products, and yield. This data is from the Open Reaction Database (ORD), a public repository of structured organic reaction records. Reaction SMILES: [Al+3:14].[C:1](#[N:2])[c:3]1[c:4]2[c:5]([s:6][cH:7]1)[cH:8][cH:9][cH:10][c:11]2[CH3:12].[CH2:27]1[O:28][CH2:29][CH2:30][CH2:31]1.[CH3:22][CH2:23][O:24][CH2:25][CH3:26].[ClH:19].[H-:13].[H-:16].[H-:17].[H-:18].[Li+:15].[Na+:21].[OH-:20]>>[CH2:1]([NH2:2])[c:3]1[c:4]2[c:5]([s:6][cH:7]1)[cH:8][cH:9][cH:10][c:11]2[CH3:12]. Yields the product Cc1cccc2scc(CN)c12. Reactants: [Al+3], Cc1cccc2scc(C#N)c12, C1CCOC1, CCOCC, Cl, [H-], [H-], [H-], [H-], [Li+], [Na+], [OH-]. Reactants: OO (hydrogen peroxide), C(C1=CC=CC=C1)[C@@H]1N(C(OC1)=O)C([C@@H](CC=C)CCCCCCC)=O ((4S)-4-Benzyl-3-((2R)-2-heptyl-pent-4-enoyl)oxazolidin-2-one), O[Li].O (LiOH-H2O). Solvent: C1CCOC1.O (THF H2O). Run at temperature 0 celsius, time 1.5 hour. Product: C(CCCCCC)[C@@H](C(=O)O)CC=C ((2R)-2-Heptyl-pent-4-enoic acid). The yield is 91.0%. As a reaction SMILES: C([C@H]1COC(=O)N1[C:14](=[O:26])[C@H:15]([CH2:19][CH2:20][CH2:21][CH2:22][CH2:23][CH2:24][CH3:25])[CH2:16][CH:17]=[CH2:18])C1C=CC=CC=1.[OH:27]O.O[Li].O>C1COCC1.O>[CH2:19]([C@H:15]([CH2:16][CH:17]=[CH2:18])[C:14]([OH:26])=[O:27])[CH2:20][CH2:21][CH2:22][CH2:23][CH2:24][CH3:25] |f:2.3,4.5|. Procedure details: To a solution of 8.69 g (0.024 mol) of the product from Example 3 in 425 mL of THF/H2O (3:1), cooled to 0 degrees, was added 10.8 mL (0.097 mol) of 30% hydrogen peroxide solution followed by 2.03 g (0.049 mol) of LiOH-H2O. The resulting solution was stirred at 0° C. for 1.5 h and then quenched with a solution of 15.4 g of sodium sulfite in 100 mL of H2O. The reaction mixture was then acidified to pH 3 with aqueous HCl and extracted with EtOAc. The combined organic layers were washed with water a... RXN SMILES: [CH2:1]([O:3][C@H:4]([CH3:54])[CH2:5][O:6][CH2:7][C:8]1[CH:13]=[CH:12][C:11]([C@@H:14]2[C@@H:19]([O:20][CH2:21][C:22]3[CH:23]=[CH:24][C:25]4[O:30][CH2:29][CH2:28][N:27]([CH2:31][CH2:32][CH2:33][O:34][CH3:35])[C:26]=4[CH:36]=3)[CH2:18][N:17](S(C3C=CC(C)=CC=3)(=O)=O)[C@H:16]([CH2:47][C:48]([CH3:53])([CH3:52])[C:49]([OH:51])=O)[CH2:15]2)=[CH:10][CH:9]=1)[CH3:2].[CH3:55][NH2:56]>>[CH2:1]([O:3][C@H:4]([CH3:54])[CH2:5][O:6][CH2:7][C:8]1[CH:9]=[CH:10][C:11]([C@@H:14]2[C@@H:19]([O:20][CH2:21][C:22]3[CH:23]=[CH:24][C:25]4[O:30][CH2:29][CH2:28][N:27]([CH2:31][CH2:32][CH2:33][O:34][CH3:35])[C:26]=4[CH:36]=3)[CH2:18][NH:17][C@H:16]([CH2:47][C:48]([CH3:53])([CH3:52])[C:49]([NH:56][CH3:55])=[O:51])[CH2:15]2)=[CH:12][CH:13]=1)[CH3:2]. Starting materials: C(C)O[C@@H](COCC1=CC=C(C=C1)[C@H]1C[C@H](N(C[C@@H]1OCC=1C=CC2=C(N(CCO2)CCCOC)C1)S(=O)(=O)C1=CC=C(C=C1)C)CC(C(=O)O)(C)C)C (3-[(2S,4R,5R)-4-[4((R)-2-ethoxy-propoxymethyl) -phenyl]-5-[4-(3-methoxy-propyl)-3,4-dihydro-2H-benzo[1,4]oxazin-6-ylmethoxy]-1-(toluene-4-sulfonyl)-piperidin-2-yl]-2,2-dimethyl-propionic acid), CN (methylamine). Yields the product C(C)O[C@@H](COCC1=CC=C(C=C1)[C@H]1C[C@H](NC[C@@H]1OCC=1C=CC2=C(N(CCO2)CCCOC)C1)CC(C(=O)NC)(C)C)C (3-{(2S,4R,5R)-4-[4-((R)-2-Ethoxy-propoxymethyl)-phenyl]-5-[4-(3-methoxy-propyl) -3,4-dihydro-2H-benzo[1,4]oxazin-6-ylmethoxy]-piperidin-2-yl}-2,2,N-trimethyl -propionamide). Procedure details: According to general procedure D, 1.0 mmol of 3-[(2S,4R,5R)-4-[4((R)-2-ethoxy-propoxymethyl) -phenyl]-5-[4-(3-methoxy-propyl)-3,4-dihydro-2H-benzo[1,4]oxazin-6-ylmethoxy]-1-(toluene-4-sulfonyl)-piperidin-2-yl]-2,2-dimethyl-propionic acid are reacted with methylamine (8M in EtOH) to afford the title compound as a yellow oil. Rf=0.28 (EtOAc/heptane 8:1); Rt=5.29 (gradient I). Starting materials: CC(C)(C#C)O (2-methyl-3-butyn-2-ol), IC=1N=CN2C1CN(C(C1=C2C=CC=C1)=O)C (4,5-dihydro-3-iodo-5-methyl-6H-imidazo[1,5-a][1,4]benzodiazepin-6-one). Reagents/catalysts: Cl[Pd]([P](C1=CC=CC=C1)(C2=CC=CC=C2)C3=CC=CC=C3)([P](C4=CC=CC=C4)(C5=CC=CC=C5)C6=CC=CC=C6)Cl (bis-(triphenylphosphine)-palladium(II) dichloride), [Cu]I (copper(I) iodide). The solvent is C(C)NCC (diethylamine). The product is OC(C#CC=1N=CN2C1CN(C(C1=C2C=CC=C1)=O)C)(C)C (4,5-dihydro-3-(3-hydroxy-3-methyl-1-butynyl)-5-methyl-6H-imidazo[1,5-a][1,4]benzodiazepin-6-one). As a reaction SMILES: I[C:2]1[N:3]=[CH:4][N:5]2[C:11]3[CH:12]=[CH:13][CH:14]=[CH:15][C:10]=3[C:9](=[O:16])[N:8]([CH3:17])[CH2:7][C:6]=12.[CH3:18][C:19]([OH:23])([C:21]#[CH:22])[CH3:20]>C(NCC)C.Cl[Pd](Cl)([P](C1C=CC=CC=1)(C1C=CC=CC=1)C1C=CC=CC=1)[P](C1C=CC=CC=1)(C1C=CC=CC=1)C1C=CC=CC=1.[Cu]I>[OH:23][C:19]([CH3:20])([CH3:18])[C:21]#[C:22][C:2]1[N:3]=[CH:4][N:5]2[C:11]3[CH:12]=[CH:13][CH:14]=[CH:15][C:10]=3[C:9](=[O:16])[N:8]([CH3:17])[CH2:7][C:6]=12 |^1:31,50|. Reported procedure: 3.40 g (10 mmol) of 4,5-dihydro-3-iodo-5-methyl-6H-imidazo[1,5-a][1,4]benzodiazepin-6-one was heated to boiling under reflux for 1.5 hours with 0.925 g (11 mmol) of 2-methyl-3-butyn-2-ol, 70 mg of bis-(triphenylphosphine)-palladium(II) dichloride and 10 mg of copper(I) iodide in 30 ml of diethylamine. The solvent was then evaporated and the residue was chromatographed on silica gel while eluting with ethyl acetate. After recrystallization from ethyl acetate there was obtained 4,5-dihydro-3-(3-hy... Starting materials: ClC=1N=NC(=CC1)C#CCCN1N=NC=C1 (3-Chloro-6-(4-[1,2,3]triazol-1-yl-but-1-ynyl)-pyridazine), C(C1=CC=CC=C1)O (benzyl alcohol), CC(C)([O-])C.[Na+] (sodium tert-butoxide). The reagents and catalysts are [Pd] (palladium on charcoal). The solvent is C(C)(=O)OCC (ethyl acetate), C(C)(=O)OCC (ethyl acetate), C1CCOC1 (THF). Product: ClC=1N=NC(=CC1)CCCCN1N=NC=C1 (3-chloro-6-(4-[1,2,3]triazol-1-yl-butyl)-pyridazine). RXN SMILES: [Cl:1][C:2]1[N:3]=[N:4][C:5]([C:8]#[C:9][CH2:10][CH2:11][N:12]2[CH:16]=[CH:15][N:14]=[N:13]2)=[CH:6][CH:7]=1.C(O)C1C=CC=CC=1.CC(C)([O-])C.[Na+]>C(OCC)(=O)C.[Pd].C1COCC1>[Cl:1][C:2]1[N:3]=[N:4][C:5]([CH2:8][CH2:9][CH2:10][CH2:11][N:12]2[CH:16]=[CH:15][N:14]=[N:13]2)=[CH:6][CH:7]=1 |f:2.3|. Reported procedure: 3-Chloro-6-(4-[1,2,3]triazol-1-yl-but-1-ynyl)-pyridazine (2.50 g, 10.7 mmol) is dissolved in ethyl acetate (450 ml) and hydrogenated for 3.5 h at r.t. in the presence of palladium on charcoal (10%, 2.50 g). The reaction mixture is filtered and concentrated in vacuo. The residue was dissolved in THF (10 ml) and added to a solution of benzyl alcohol (0.94 ml, 9.0 mmol) and sodium tert-butoxide (NaOtBu) (0.842 g, 8.76 mmol) in THF (80 ml). After stirring for 2 h ethyl acetate (100 ml) is added, the... Reactants: OC=1C=C(CO)C=C(C1O)[N+](=O)[O-] (3,4-dihydroxy-5-nitrobenzyl alcohol), Br (hydrobromic acid). Yields the product OC=1C=C(CBr)C=C(C1O)[N+](=O)[O-] (3,4-Dihydroxy-5-nitrobenzyl bromide). Reaction SMILES: [OH:1][C:2]1[CH:3]=[C:4]([CH:7]=[C:8]([N+:11]([O-:13])=[O:12])[C:9]=1[OH:10])[CH2:5]O.[BrH:14]>>[OH:1][C:2]1[CH:3]=[C:4]([CH:7]=[C:8]([N+:11]([O-:13])=[O:12])[C:9]=1[OH:10])[CH2:5][Br:14]. Reported procedure: 12.2 g of 3,4-dihydroxy-5-nitrobenzyl alcohol was dissolved in 100 ml of 47% hydrobromic acid at 50° C. After cooling the product was filtered and washed with 47% hydrobromic acid. The crude product was dissolved in dichloromethane and dried over Na2SO4. The mixture was filtered and the solvent was evaporated in vacuo. Yield 7.1 g. The solvent is O (water), CO (methanol), O1CCCC1 (tetrahydrofuran). Yield: 69.1%. As a reaction SMILES: C[O:2][C:3](=[O:29])/[C:4](=[N:25]\[N:26]([CH3:28])[CH3:27])/[C:5]1[CH:10]=[CH:9][C:8]([O:11][CH2:12][CH2:13][O:14][C:15]2[CH:24]=[CH:23][C:22]3[C:17](=[CH:18][CH:19]=[CH:20][CH:21]=3)[CH:16]=2)=[CH:7][CH:6]=1.[OH-].[Na+]>CO.O1CCCC1.O>[CH3:27][N:26]([CH3:28])/[N:25]=[C:4](/[C:5]1[CH:10]=[CH:9][C:8]([O:11][CH2:12][CH2:13][O:14][C:15]2[CH:24]=[CH:23][C:22]3[C:17](=[CH:18][CH:19]=[CH:20][CH:21]=3)[CH:16]=2)=[CH:7][CH:6]=1)\[C:3]([OH:29])=[O:2] |f:1.2|. Procedure: A mix of (Z)-alpha-(dimethylhydrazono)-4-[2-(2-naphthalenyloxy)ethoxy]benzeneacetic acid methyl ester (0.45 g) in warm methanol (3 mL) and tetrahydrofuran (10 mL) was treated with 1N sodium hydroxide (2 mL), heated on the steam bath for 2 hours, and the mixture was diluted with water and concentrated to remove the organic solvents. The residue was acidified with excess hydrochloric acid and extracted with dichloromethane containing a little tetrahydrofuran. The organic layer was washed with wate... The product is CN(\N=C(/C(=O)O)\C1=CC=C(C=C1)OCCOC1=CC2=CC=CC=C2C=C1)C ((Z)-alpha-(dimethylhydrazono)-4-[2-(2-naphthalenyloxy)ethoxy]benzeneacetic acid). Starting materials: COC(\C(\C1=CC=C(C=C1)OCCOC1=CC2=CC=CC=C2C=C1)=N/N(C)C)=O ((Z)-alpha-(dimethylhydrazono)-4-[2-(2-naphthalenyloxy)ethoxy]benzeneacetic acid methyl ester), [OH-].[Na+] (sodium hydroxide). Starting materials: C1(=CC=CC=C1)C(C(=O)Cl)C1=CC=CC=C1 (diphenylacetyl chloride), C(C)NCCCN1CCC(CC1)C=1C=C(C=CC1)NC(C(C)C)=O (N-(3-{1-[3-(ethylamino)propyl]-4-piperidinyl}phenyl)-2-methylpropanamide). Product: C1(=CC=CC=C1)C(C(=O)N(CCCN1CCC(CC1)C=1C=C(C=CC1)NC(C(C)C)=O)CC)C1=CC=CC=C1 (N-[3-(1-{3-[(DIPHENYLACETYL)(ETHYL)AMINO]PROPYL}-4-PIPERIDINYL)PHENYL]-2-METHYLPROPANAMIDE). RXN SMILES: [C:1]1([CH:7]([C:11]2[CH:16]=[CH:15][CH:14]=[CH:13][CH:12]=2)[C:8](Cl)=[O:9])[CH:6]=[CH:5][CH:4]=[CH:3][CH:2]=1.[CH2:17]([NH:19][CH2:20][CH2:21][CH2:22][N:23]1[CH2:28][CH2:27][CH:26]([C:29]2[CH:30]=[C:31]([NH:35][C:36](=[O:40])[CH:37]([CH3:39])[CH3:38])[CH:32]=[CH:33][CH:34]=2)[CH2:25][CH2:24]1)[CH3:18]>>[C:1]1([CH:7]([C:11]2[CH:16]=[CH:15][CH:14]=[CH:13][CH:12]=2)[C:8]([N:19]([CH2:17][CH3:18])[CH2:20][CH2:21][CH2:22][N:23]2[CH2:28][CH2:27][CH:26]([C:29]3[CH:30]=[C:31]([NH:35][C:36](=[O:40])[CH:37]([CH3:39])[CH3:38])[CH:32]=[CH:33][CH:34]=3)[CH2:25][CH2:24]2)=[O:9])[CH:6]=[CH:5][CH:4]=[CH:3][CH:2]=1. Reported procedure: Example 126 was prepared from diphenylacetyl chloride and N-(3-{1-[3-(ethylamino)propyl]-4-piperidinyl}phenyl)-2-methylpropanamide according to the procedures described in Scheme 8: 1H NMR (400 MHz, CDCl3) δ 7.33–7.21 (m, 13H), 6.94 (m, 2H), 4.88 (s, 1 H), 3.39 (m, 4H), 2.93 (d, 2H, J=10.9 Hz), 2.52–2.36 (m, 7H), 1.97 (t, 2H, J=10.9 Hz), 1.83–1.58 (m, 6H), 1.24 (d, 6H, J=7.6 Hz); ESMS m/e: 526.4 (M+H)+. Reactants: CSCCN, CN1CCCC1=O, CCOC(C)=O, CCN(C(C)C)C(C)C, Cc1cccc([N+](=O)[O-])c1Cl. The product is CSCCNc1c(C)cccc1[N+](=O)[O-]. RXN SMILES: [CH3:12][S:13][CH2:14][CH2:15][NH2:16].[CH3:26][N:27]1[CH2:28][CH2:29][CH2:30][C:31]1=[O:32].[CH3:33][CH2:34][O:35][C:36](=[O:37])[CH3:38].[CH:17]([N:18]([CH2:19][CH3:20])[CH:21]([CH3:22])[CH3:23])([CH3:24])[CH3:25].[Cl:1][c:2]1[c:3]([CH3:11])[cH:4][cH:5][cH:6][c:7]1[N+:8](=[O:9])[O-:10]>>[c:2]1([NH:16][CH2:15][CH2:14][S:13][CH3:12])[c:3]([CH3:11])[cH:4][cH:5][cH:6][c:7]1[N+:8](=[O:9])[O-:10].